From a dataset of the Open Reaction Database (ORD), a public repository of structured organic reaction records. describe an organic reaction: reactants, conditions, products, and yield Starting materials: CCCCn1ccc2cc(Br)ccc21, COc1ccc(B(O)O)cc1. Product: CCCCn1ccc2cc(-c3ccc(OC)cc3)ccc21. RXN SMILES: [Br:1][c:2]1[cH:3][c:4]2[cH:5][cH:6][n:7]([CH2:11][CH2:12][CH2:13][CH3:14])[c:8]2[cH:9][cH:10]1.[CH3:15][O:16][c:17]1[cH:18][cH:19][c:20]([B:23]([OH:24])[OH:25])[cH:21][cH:22]1>>[c:2]1(-[c:20]2[cH:19][cH:18][c:17]([O:16][CH3:15])[cH:22][cH:21]2)[cH:3][c:4]2[cH:5][cH:6][n:7]([CH2:11][CH2:12][CH2:13][CH3:14])[c:8]2[cH:9][cH:10]1. Reactants: CC(C)([O-])C.[K+] (potassium tert-butoxide), Cl.NN1C=NCCC1 (1-amino-1,4,5,6-tetrahydropyrimidine hydrochloride), CN(C=O)C (dimethylformamide), C(C1=CC=CC=C1)OC(=O)N[C@H](C(=O)OC(C)(C)C)CC1=CC=C(C=C1)OCCCC(=O)OCC (tert-butyl (2S)-2-benzyloxycarbonylamino-3-(4-(3-ethoxycarbonylpropyloxy)phenyl)propionate). Conditions: time 30 minute. The product is C(C1=CC=CC=C1)OC(=O)N[C@H](C(=O)OC(C)(C)C)CC1=CC=C(C=C1)OCCCC(NC=1NCCCN1)=O (tert-Butyl (2S)-2Benzyloxycarbonylamino-3-(4-(3-(1,4,5,6-tetrahydropyrimidin-2-ylcarbamoyl)propyloxy)phenyl)propionate). The yield is 60.6%. As a reaction SMILES: CC(C)([O-])C.[K+].Cl.N[N:9]1[CH2:14][CH2:13][CH2:12][N:11]=[CH:10]1.[CH2:15]([O:22][C:23]([NH:25][C@@H:26]([CH2:34][C:35]1[CH:40]=[CH:39][C:38]([O:41][CH2:42][CH2:43][CH2:44][C:45]([O:47]CC)=O)=[CH:37][CH:36]=1)[C:27]([O:29][C:30]([CH3:33])([CH3:32])[CH3:31])=[O:28])=[O:24])[C:16]1[CH:21]=[CH:20][CH:19]=[CH:18][CH:17]=1.C[N:51](C)C=O>>[CH2:15]([O:22][C:23]([NH:25][C@@H:26]([CH2:34][C:35]1[CH:40]=[CH:39][C:38]([O:41][CH2:42][CH2:43][CH2:44][C:45](=[O:47])[NH:51][C:10]2[NH:9][CH2:14][CH2:13][CH2:12][N:11]=2)=[CH:37][CH:36]=1)[C:27]([O:29][C:30]([CH3:33])([CH3:32])[CH3:31])=[O:28])=[O:24])[C:16]1[CH:21]=[CH:20][CH:19]=[CH:18][CH:17]=1 |f:0.1,2.3|. Procedure: 6.72 g (0.06 mol) of potassium tert-butoxide were added to a solution of 8.13 g (0.06 mol) of 1-amino-1,4,5,6-tetrahydropyrimidine hydrochloride in 100 ml of absolute dimethylformamide. After stirring at room temperature for 30 min, 7.2 g (0.015 mol) of tert-butyl (2S)-2-benzyloxycarbonylamino-3-(4-(3-ethoxycarbonylpropyloxy)phenyl)propionate were added to this solution and it was stirred at room temperature for 12 h. After removal of the solvent in vacuo, the residue was treated with 300 ml of ... Reactants: ClC1=CC(=CC=C1)C(=O)OO (m-chloroperbenzoic acid), C1(=CC=CC=C1)CCCCCCNC(CN1C(CC1SCC1=CC=CC=C1)=O)=O (N-(6-phenylhexyl)-4-benzylthio-2-oxoazetidin-1-yl acetamide), S(=O)([O-])[O-].[Na+].[Na+] (sodium sulphite), C(O)([O-])=O.[Na+] (sodium hydrogen carbonate). Solvent: ClCCl (dichloromethane), ClCCl (dichloromethane). Reaction conditions: time 60 minute. Product: C1(=CC=CC=C1)CCCCCCNC(CN1C(CC1S(=O)CC1=CC=CC=C1)=O)=O (N-(6phenylhexyl)-4-benzylsulphinyl-2-oxoazetidin-1-yl acetamide). The yield is 20.3%. RXN SMILES: [C:1]1([CH2:7][CH2:8][CH2:9][CH2:10][CH2:11][CH2:12][NH:13][C:14](=[O:29])[CH2:15][N:16]2[CH:19]([S:20][CH2:21][C:22]3[CH:27]=[CH:26][CH:25]=[CH:24][CH:23]=3)[CH2:18][C:17]2=[O:28])[CH:6]=[CH:5][CH:4]=[CH:3][CH:2]=1.ClC1C=CC=C(C(OO)=[O:38])C=1.S([O-])([O-])=O.[Na+].[Na+].C(=O)([O-])O.[Na+]>ClCCl>[C:1]1([CH2:7][CH2:8][CH2:9][CH2:10][CH2:11][CH2:12][NH:13][C:14](=[O:29])[CH2:15][N:16]2[CH:19]([S:20]([CH2:21][C:22]3[CH:23]=[CH:24][CH:25]=[CH:26][CH:27]=3)=[O:38])[CH2:18][C:17]2=[O:28])[CH:6]=[CH:5][CH:4]=[CH:3][CH:2]=1 |f:2.3.4,5.6|. Reported procedure: A solution of N-(6-phenylhexyl)-4-benzylthio-2-oxoazetidin-1-yl acetamide (18.0 g, 43.8 mmol) in dichloromethane (500 ml) was cooled to -70° C. and a solution of m-chloroperbenzoic acid (6.7 g, 43.8 mmol) in dichloromethane (500 ml) added dropwise with stirring over 60 min. After a further 3 h at -60° C., the reaction mixture was shaken with a mixture of saturated aqueous sodium sulphite and saturated sodium hydrogen carbonate. The organic layer was separated, washed with brine, dried (MgSO4) an... Reactants: CC(Cl)c1cccnc1, CC(C)c1ccc(CCCN)cc1. Reagents/catalysts: O=C([O-])[O-].[Cs+].[Cs+] (cesium carbonate), [I-].[K+] (potassium iodide). The solvent is CN(C)C=O (DMF), CN(C)C=O (dmf), CN(C)C=O (DMF). Run at temperature 70 celsius, time 16 hour. The product is CC(C)c1ccc(CCCNC(C)c2cccnc2)cc1. Yields the product CCOP(=O)(Cc1ccc(NC(=O)CCc2oc(-n3ccnc3)nc2-c2ccc(Cl)cc2)cc1)OCC. Starting materials: O=C([O-])[O-], CN(C)C=O, CCOP(=O)(Cc1ccc(NC(=O)CCc2oc(Cl)nc2-c2ccc(Cl)cc2)cc1)OCC, [K+], [K+], O, c1c[nH]cn1. RXN SMILES: [C:39](=[O:40])([O-:41])[O-:42].[CH3:45][N:46]([CH3:47])[CH:48]=[O:49].[Cl:1][c:2]1[o:3][c:4]([CH2:14][CH2:15][C:16](=[O:17])[NH:18][c:19]2[cH:20][cH:21][c:22]([CH2:25][P:26](=[O:27])([O:28][CH2:29][CH3:30])[O:31][CH2:32][CH3:33])[cH:23][cH:24]2)[c:5](-[c:7]2[cH:8][cH:9][c:10]([Cl:13])[cH:11][cH:12]2)[n:6]1.[K+:43].[K+:44].[OH2:50].[nH:34]1[cH:35][n:36][cH:37][cH:38]1>>[c:2]1(-[n:34]2[cH:35][n:36][cH:37][cH:38]2)[o:3][c:4]([CH2:14][CH2:15][C:16](=[O:17])[NH:18][c:19]2[cH:20][cH:21][c:22]([CH2:25][P:26](=[O:27])([O:28][CH2:29][CH3:30])[O:31][CH2:32][CH3:33])[cH:23][cH:24]2)[c:5](-[c:7]2[cH:8][cH:9][c:10]([Cl:13])[cH:11][cH:12]2)[n:6]1.